From a dataset of the Open Reaction Database (ORD), a public repository of structured organic reaction records. describe an organic reaction: reactants, conditions, products, and yield The reactants are [Li]CCCC (n-BuLi), BrC1=NC(=CC=C1)Br (2,6-dibromopyridine), C(C)(C)(C)OC(=O)N1CCC2(CC1)CCC(CC2)=O (9-Oxo-3-aza-spiro[5.5]undecane-3-carboxylic acid tert-butyl ester). Run in ClCCl (dichloromethane), ClCCl (dichloromethane). Reaction conditions: temperature -78 celsius, time 30 minute. Yields the product BrC1=CC=CC(=N1)C1=CCC2(CCNCC2)CC1 (9-(6-Bromo-pyridin-2-yl)-3-aza-spiro[5.5]undec-8-ene). Reaction SMILES: [Li]CCCC.Br[C:7]1[CH:12]=[CH:11][CH:10]=[C:9]([Br:13])[N:8]=1.C(OC([N:21]1[CH2:26][CH2:25][C:24]2([CH2:31][CH2:30][C:29](=O)[CH2:28][CH2:27]2)[CH2:23][CH2:22]1)=O)(C)(C)C>ClCCl>[Br:13][C:9]1[N:8]=[C:7]([C:29]2[CH2:30][CH2:31][C:24]3([CH2:25][CH2:26][NH:21][CH2:22][CH2:23]3)[CH2:27][CH:28]=2)[CH:12]=[CH:11][CH:10]=1. Reported procedure: Was prepared according to method A with the following variation: n-BuLi (1.6 M in hexanes (1.93 mL, 4.82 mmol)) was added drop-wise to a solution of 2,6-dibromopyridine (1.06 g, 4.48 mmol) in dichloromethane (25 mL). The reaction was stirred −78° C. for 30 min. 9-Oxo-3-aza-spiro[5.5]undecane-3-carboxylic acid tert-butyl ester (300 mg, 1.12 mmol) in dichloromethane (5 mL) was added drop-wise and the mixture was stirred at −78° C. for 1 h. White solid. Mp. 161.3-162.8° C. Procedure: Prepared analogously to Example 21c from 0.64 g (1.06 mmol) (R)-2-(4-benzyloxy-3,5-dimethyl-phenyl)-1-carboxy-ethyl 4-(7-methoxy-2-oxo-1,2,4,5-tetra-hydro-1,3-benzodiazepin-3-yl)-piperidine-1-carboxylate and 100 mg 10% Pd/C. Yields the product COC=1C=CC2=C(CCN(C(N2)=O)C2CCN(CC2)C(=O)O[C@H](CC2=CC(=C(C(=C2)C)O)C)C(=O)O)C1 ((R)-2-(4-hydroxy-3,5-dimethyl-phenyl)-1-carboxy-ethyl 4-(7-methoxy-2-oxo-1,2,4,5-tetrahydro-1,3-benzodiazepin-3-yl)-piperidine-1-carboxylate). Starting materials: COC=1C=CC2=C(CCN(C(N2)=O)C2CCN(CC2)C(=O)O[C@H](CC2=CC(=C(C(=C2)C)OCC2=CC=CC=C2)C)C(=O)O)C1 ((R)-2-(4-benzyloxy-3,5-dimethyl-phenyl)-1-carboxy-ethyl 4-(7-methoxy-2-oxo-1,2,4,5-tetra-hydro-1,3-benzodiazepin-3-yl)-piperidine-1-carboxylate). The reagents and catalysts are [Pd] (Pd/C). Reaction SMILES: [CH3:1][O:2][C:3]1[CH:4]=[CH:5][C:6]2[NH:12][C:11](=[O:13])[N:10]([CH:14]3[CH2:19][CH2:18][N:17]([C:20]([O:22][C@@H:23]([C:41]([OH:43])=[O:42])[CH2:24][C:25]4[CH:30]=[C:29]([CH3:31])[C:28]([O:32]CC5C=CC=CC=5)=[C:27]([CH3:40])[CH:26]=4)=[O:21])[CH2:16][CH2:15]3)[CH2:9][CH2:8][C:7]=2[CH:44]=1>[Pd]>[CH3:1][O:2][C:3]1[CH:4]=[CH:5][C:6]2[NH:12][C:11](=[O:13])[N:10]([CH:14]3[CH2:19][CH2:18][N:17]([C:20]([O:22][C@@H:23]([C:41]([OH:43])=[O:42])[CH2:24][C:25]4[CH:26]=[C:27]([CH3:40])[C:28]([OH:32])=[C:29]([CH3:31])[CH:30]=4)=[O:21])[CH2:16][CH2:15]3)[CH2:9][CH2:8][C:7]=2[CH:44]=1. Reactants: COC=1C(=CC(=C(C1)O)C)SC#N (5-Methoxy-2-methyl-4-thiocyanato-phenol), COC(COC1=C(C=C(C(=C1)C)SC#N)C)=O ((2,5-Dimethyl-4-thiocyanato-phenoxy)-acetic acid methyl ester). The product is CC1=C(C=C(C(=C1)SC#N)C)O (2,5-Dimethyl-4-thiocyanato-phenol). RXN SMILES: COC1C(SC#N)=CC(C)=C(O)C=1.COC(=O)C[O:18][C:19]1[CH:24]=[C:23]([CH3:25])[C:22]([S:26][C:27]#[N:28])=[CH:21][C:20]=1[CH3:29]>>[CH3:29][C:20]1[CH:21]=[C:22]([S:26][C:27]#[N:28])[C:23]([CH3:25])=[CH:24][C:19]=1[OH:18]. Procedure: The title compound was prepared in a manner analogous to compound 1B. 400 MHz 1H NMR (DMSO-d6) δ 10.0 (s, 1H), 7.35 (s, 1H), 6.73 (s, 1H), 2.3 (s, 3H), 2.04 (s, 3H); MS m/z 180 (m+1). Preparation of (2,5-Dimethyl-4-thiocyanato-phenoxy)-acetic acid methyl ester (Compound WWB) The reactants are 49.3, C(C)(C)(C)OC(NCCCC=1C=NC(=NC1)C1=CC(=CC=C1)CN1N=C(C=CC1=O)C1=CC(=C(C(=C1)F)F)F)=O (tert-butyl[3-(2-{3-[6-oxo-3-(3,4,5-trifluorophenyl)-6H-pyridazin-1-ylmethyl]phenyl}pyrimidin-5-yl)propyl]carbamate), FC(C(=O)O)(F)F (trifluoroacetic acid). The solvent is ClCCl (dichloromethane). Reaction conditions: time 15 hour. Yields the product NCCCC=1C=NC(=NC1)C=1C=C(CN2N=C(C=CC2=O)C2=CC(=C(C(=C2)F)F)F)C=CC1 (2-{3-[5-(3-aminopropyl)pyrimidin-2-yl]benzyl}-6-(3,4,5-trifluorophenyl)-2H-pyridazin-3-one). As a reaction SMILES: C(OC(=O)[NH:7][CH2:8][CH2:9][CH2:10][C:11]1[CH:12]=[N:13][C:14]([C:17]2[CH:22]=[CH:21][CH:20]=[C:19]([CH2:23][N:24]3[C:29](=[O:30])[CH:28]=[CH:27][C:26]([C:31]4[CH:36]=[C:35]([F:37])[C:34]([F:38])=[C:33]([F:39])[CH:32]=4)=[N:25]3)[CH:18]=2)=[N:15][CH:16]=1)(C)(C)C.FC(F)(F)C(O)=O>ClCCl>[NH2:7][CH2:8][CH2:9][CH2:10][C:11]1[CH:12]=[N:13][C:14]([C:17]2[CH:18]=[C:19]([CH:20]=[CH:21][CH:22]=2)[CH2:23][N:24]2[C:29](=[O:30])[CH:28]=[CH:27][C:26]([C:31]3[CH:36]=[C:35]([F:37])[C:34]([F:38])=[C:33]([F:39])[CH:32]=3)=[N:25]2)=[N:15][CH:16]=1. Reported procedure: 49.3 70 mg (0.127 mmol) of tert-butyl[3-(2-{3-[6-oxo-3-(3,4,5-trifluorophenyl)-6H-pyridazin-1-ylmethyl]phenyl}pyrimidin-5-yl)propyl]carbamate are dissolved in 3 ml of dichloromethane, and 195 μl (2.54 mmol) of trifluoroacetic acid are added. The reaction mixture is stirred at room temperature for 15 h and evaporated. The residue is digested with diethyl ether and dried in vacuo; yield: 74 mg of “A285”; HPLC: Rt=2.63 min (method C); LC-MS: 452 (M+H).